From a dataset of the Open Reaction Database (ORD), a public repository of structured organic reaction records. describe an organic reaction: reactants, conditions, products, and yield Starting materials: C([O-])([O-])=O.[K+].[K+] (potassium carbonate), C(O)([O-])=O.[Na+] (sodium hydrogencarbonate), OC1=CC2=C(CCCC(C2)N(C[C@@H](COC2=CC=CC=C2)O[Si](CC)(CC)CC)C(=O)OC(C)(C)C)C=C1 (N-(3-hydroxy-6,7,8,9-tetrahydro-5H-benzocyclohepten-6-yl)-N-[(2S)-3-phenoxy-2-(triethylsilyloxy)propyl]-tert-butoxycarbonylamine), BrCF (bromofluoromethane). The solvent is C(C)#N (acetonitrile), CN(C=O)C (N,N-dimethylformamide). Conditions: time 30 minute. Yields the product FCOC1=CC2=C(CCCC(C2)N(C[C@@H](COC2=CC=CC=C2)O[Si](CC)(CC)CC)C(=O)OC(C)(C)C)C=C1 (N-(3-fluoromethoxy-6,7,8,9-tetrahydro-5H-benzocyclohepten-6-yl)-N-[(2S)-3-phenoxy-2-(triethylsilyloxy)propyl]-tert-butoxycarbonylamine). Reaction SMILES: C(=O)([O-])[O-].[K+].[K+].[OH:7][C:8]1[CH:44]=[CH:43][C:11]2[CH2:12][CH2:13][CH2:14][CH:15]([N:17]([C:36]([O:38][C:39]([CH3:42])([CH3:41])[CH3:40])=[O:37])[CH2:18][C@H:19]([O:28][Si:29]([CH2:34][CH3:35])([CH2:32][CH3:33])[CH2:30][CH3:31])[CH2:20][O:21][C:22]3[CH:27]=[CH:26][CH:25]=[CH:24][CH:23]=3)[CH2:16][C:10]=2[CH:9]=1.Br[CH2:46][F:47].C(=O)([O-])O.[Na+]>C(#N)C.CN(C)C=O>[F:47][CH2:46][O:7][C:8]1[CH:44]=[CH:43][C:11]2[CH2:12][CH2:13][CH2:14][CH:15]([N:17]([C:36]([O:38][C:39]([CH3:41])([CH3:40])[CH3:42])=[O:37])[CH2:18][C@H:19]([O:28][Si:29]([CH2:32][CH3:33])([CH2:30][CH3:31])[CH2:34][CH3:35])[CH2:20][O:21][C:22]3[CH:23]=[CH:24][CH:25]=[CH:26][CH:27]=3)[CH2:16][C:10]=2[CH:9]=1 |f:0.1.2,5.6|. Reported procedure: Under nitrogen, to a suspension of potassium carbonate (76 mg) in a mixture of acetonitrile (5 ml) and N,N-dimethylformamide (2 ml) was added N-(3-hydroxy-6,7,8,9-tetrahydro-5H-benzocyclohepten-6-yl)-N-[(2S)-3-phenoxy-2-(triethylsilyloxy)propyl]-tert-butoxycarbonylamine (150 mg) at room temperature. After being stirred at the same temperature for 30 minutes, to this one was an excessive amount of bromofluoromethane, and the mixture was stirred for 12 hours. The resulting solution was poured into... The reactants are CS(=O)(=O)OCC(F)(F)F, CN(C)C=O, O=C(c1ccc2[nH]c(C(=O)N3CCC(F)(F)CC3)cc2c1)N1CCN(C2CCCC2)CC1, [H-], [Na+]. The product is O=C(c1ccc2c(c1)cc(C(=O)N1CCC(F)(F)CC1)n2CC(F)(F)F)N1CCN(C2CCCC2)CC1. As a reaction SMILES: [CH3:35][S:36]([O:37][CH2:40][C:41]([F:42])([F:43])[F:44])(=[O:38])=[O:39].[CH3:45][N:46]([CH3:47])[CH:48]=[O:49].[CH:1]1([N:6]2[CH2:7][CH2:8][N:9]([C:12](=[O:13])[c:14]3[cH:15][c:16]4[cH:17][c:18]([C:23](=[O:24])[N:25]5[CH2:26][CH2:27][C:28]([F:31])([F:32])[CH2:29][CH2:30]5)[nH:19][c:20]4[cH:21][cH:22]3)[CH2:10][CH2:11]2)[CH2:2][CH2:3][CH2:4][CH2:5]1.[H-:33].[Na+:34]>>[CH:1]1([N:6]2[CH2:7][CH2:8][N:9]([C:12](=[O:13])[c:14]3[cH:15][c:16]4[cH:17][c:18]([C:23](=[O:24])[N:25]5[CH2:26][CH2:27][C:28]([F:31])([F:32])[CH2:29][CH2:30]5)[n:19]([CH2:40][C:41]([F:42])([F:43])[F:44])[c:20]4[cH:21][cH:22]3)[CH2:10][CH2:11]2)[CH2:2][CH2:3][CH2:4][CH2:5]1. Procedure details: To a suspension of 4-hydroxyamino-1-methoxy-piperidine-4-carboxylic acid (1.0 g, 5.26 mmol) in methanol (25 ml) at 0-10° C. was added thionyl chloride (1.14 ml, 1.88 g, 15.77 mmol) and the reaction mixture was heated at reflux for 48 hours. After cooling, the mixture was concentrated, the residue diluted with ice water (20 ml) and neutralised with aqueous sodium bicarbonate. The aqueous phase was extracted with diethyl ether (3×25 ml), the combined organic layers washed with aqueous sodium bicar... As a reaction SMILES: [OH:1][NH:2][C:3]1([C:11]([OH:13])=[O:12])[CH2:8][CH2:7][N:6]([O:9][CH3:10])[CH2:5][CH2:4]1.S(Cl)(Cl)=O.[CH3:18]O>>[CH3:18][O:12][C:11]([C:3]1([NH:2][OH:1])[CH2:8][CH2:7][N:6]([O:9][CH3:10])[CH2:5][CH2:4]1)=[O:13]. Yields the product COC(=O)C1(CCN(CC1)OC)NO (4-hydroxyamino-1-methoxy-piperidine-4-carboxylic acid methyl ester). Reactants: ONC1(CCN(CC1)OC)C(=O)O (4-hydroxyamino-1-methoxy-piperidine-4-carboxylic acid), CO (methanol), S(=O)(Cl)Cl (thionyl chloride). The reactants are BrC1=C(C=CC(=C1)N1CCN(CC1)C(=O)OC(C)(C)C)\C=C\C(CC(\C=C\C1=CC=C(C=C1)O)=O)=O ((1E,6E)-1-[2-bromo-4-(4-tert-butoxycarbonylpiperazin-1-yl)phenyl]-7-(4-hydroxyphenyl)hepta-1,6-diene-3,5-dione), Cl (HCl). Solvent: C(C)(=O)OCC (ethyl acetate). Conditions: time 8 hour. Yields the product Cl.Cl.BrC1=C(C=CC(=C1)N1CCNCC1)\C=C\C(CC(\C=C\C1=CC=C(C=C1)O)=O)=O ((1E,6E)-1-[2-bromo-4-(piperazin-1-yl)phenyl]-7-(4-hydroxyphenyl)hepta-1,6-diene-3,5-dione dihydrochloride). Isolated yield 84.0%. Reaction SMILES: [Br:1][C:2]1[CH:7]=[C:6]([N:8]2[CH2:13][CH2:12][N:11](C(OC(C)(C)C)=O)[CH2:10][CH2:9]2)[CH:5]=[CH:4][C:3]=1/[CH:21]=[CH:22]/[C:23](=[O:36])[CH2:24][C:25](=[O:35])/[CH:26]=[CH:27]/[C:28]1[CH:33]=[CH:32][C:31]([OH:34])=[CH:30][CH:29]=1.[ClH:37]>C(OCC)(=O)C>[ClH:37].[ClH:37].[Br:1][C:2]1[CH:7]=[C:6]([N:8]2[CH2:9][CH2:10][NH:11][CH2:12][CH2:13]2)[CH:5]=[CH:4][C:3]=1/[CH:21]=[CH:22]/[C:23](=[O:36])[CH2:24][C:25](=[O:35])/[CH:26]=[CH:27]/[C:28]1[CH:29]=[CH:30][C:31]([OH:34])=[CH:32][CH:33]=1 |f:3.4.5|. Procedure: To a solution of (1E,6E)-1-[2-bromo-4-(4-tert-butoxycarbonylpiperazin-1-yl)phenyl]-7-(4-hydroxyphenyl)hepta-1,6-diene-3,5-dione (35 mg, 0.063 mmol, synthesized in Example 126) in 1.0 mL of ethyl acetate was added 3M HCl (1.0 mL) at room temperature. After being stirred at room temperature overnight, the reaction mixture was concentrated in vacuo. The residue was treated with diethyl ether, and the resulting solid was collected by filtration. The solid was rinsed with ether, and dried under reduc... Reactants: C(C1=CC=CC=C1)OC(=O)N[C@@H](CCC(=O)O)C(N)=O (N-Benyloxycarbonyl-L-isoglutamine), C1(=CC=C(C=C1)S(=O)(=O)O)C (p-toluenesulfonic acid). The solvent is C(C)O (ethanol). The product is 16.0, C(C)OC(CC[C@H](NC(=O)OCC1=CC=CC=C1)C(N)=O)=O (N-Benyloxycarbonyl-L-isoglutamine ethyl ester). Reaction SMILES: [CH2:1]([O:8][C:9]([NH:11][C@H:12]([C:18](=[O:20])[NH2:19])[CH2:13][CH2:14][C:15]([OH:17])=[O:16])=[O:10])[C:2]1[CH:7]=[CH:6][CH:5]=[CH:4][CH:3]=1.[C:21]1(C)C=CC(S(O)(=O)=O)=C[CH:22]=1>C(O)C>[CH2:21]([O:16][C:15](=[O:17])[CH2:14][CH2:13][C@@H:12]([C:18](=[O:20])[NH2:19])[NH:11][C:9]([O:8][CH2:1][C:2]1[CH:7]=[CH:6][CH:5]=[CH:4][CH:3]=1)=[O:10])[CH3:22]. Procedure: A suspension of 15.98 g of N-Benyloxycarbonyl-L-isoglutamine in 500 mL of absolute ethanol containing 0.54 g of p-toluenesulfonic acid is refluxed for 12 hours until TLC indicated that the reaction is complete. The solution is concentrated to a small volume and addition f ether gave a solid. The solid is filtered and recrystallized to give 16.0 of N-Benyloxycarbonyl-L-isoglutamine ethyl ester, 16.